From a dataset of the Open Reaction Database (ORD), a public repository of structured organic reaction records. describe an organic reaction: reactants, conditions, products, and yield The reactants are CN(C1=NC=CC=C1)CCOC1=CC=C(C=CC=O)C=C1 (4-[2-[N-methyl-N-(2-pyridyl)amino]ethoxy]cinnamaldehyde), O1C(NC(C1)=O)=O (2,4-oxazolidinedione), N1CCCCC1 (piperidine), C(C)O (ethanol), palldium-carbon. The solvent is O1CCCC1 (tetrahydrofuran). The product is CN(C1=NC=CC=C1)CCOC1=CC=C(C=C1)CCCC1C(NC(O1)=O)=O (5-[3-[4-[2-[N-methyl-N-(2-pyridyl)amino]ethoxy]phenyl]propyl]-2,4-oxazolidinedione). The yield is 21.0%. As a reaction SMILES: [CH3:1][N:2]([CH2:9][CH2:10][O:11][C:12]1[CH:21]=[CH:20][C:15]([CH:16]=[CH:17][CH:18]=O)=[CH:14][CH:13]=1)[C:3]1[CH:8]=[CH:7][CH:6]=[CH:5][N:4]=1.[O:22]1[CH2:26][C:25](=[O:27])[NH:24][C:23]1=[O:28].N1CCCCC1.C(O)C>O1CCCC1>[CH3:1][N:2]([CH2:9][CH2:10][O:11][C:12]1[CH:21]=[CH:20][C:15]([CH2:16][CH2:17][CH2:18][CH:26]2[O:22][C:23](=[O:28])[NH:24][C:25]2=[O:27])=[CH:14][CH:13]=1)[C:3]1[CH:8]=[CH:7][CH:6]=[CH:5][N:4]=1. Reported procedure: A mixture of 4-[2-[N-methyl-N-(2-pyridyl)amino]ethoxy]cinnamaldehyde (4.00 g), 2,4-oxazolidinedione (2.86 g), piperidine (0.60 g) and ethanol (50 ml) was heated for 2 hours under reflux. The reaction mixture was concentrated and the residue was subjected to silica gel column chromatography. Fractions eluted with ethyl acetate-chloroform (1:4) gave crystals. The crystals were dissolved in tetrahydrofuran (100 ml). To the solution was added palldium-carbon (5%, 1.40 g). The mixture was subjected t... Starting materials: Cl (hydrogen chloride), [Br-].C(=O)(O)CCC[P+](C1=CC=CC=C1)(C1=CC=CC=C1)C1=CC=CC=C1 ((3-carboxypropyl)(triphenyl)phosphonium bromide), ClC1=CC=C2N1N=C(C(=C2C2=CC=C(C=C2)F)C=O)C(C)C (7-Chloro-4-(4-fluorophenyl)-2-isopropylpyrrolo[1,2-b]pyridazine-3-carbaldehyde), [H-].[Na+] (sodium hydride), CS(=O)C (dimethylsulfoxide). Run in oil. Run at temperature 60 celsius, time 40 minute. The product is ClC1=CC=C2N1N=C(C(=C2C2=CC=C(C=C2)F)/C=C/CCC(=O)O)C(C)C ((4E)-5-[7-chloro-4-(4-fluorophenyl)-2-isopropylpyrrolo[1,2-b]pyridazin-3-yl]-4-pentenoic acid). As a reaction SMILES: [H-].[Na+].[Br-].[C:4]([CH2:7][CH2:8][CH2:9][P+](C1C=CC=CC=1)(C1C=CC=CC=1)C1C=CC=CC=1)([OH:6])=[O:5].[Cl:29][C:30]1[N:34]2[N:35]=[C:36]([CH:48]([CH3:50])[CH3:49])[C:37](C=O)=[C:38]([C:39]3[CH:44]=[CH:43][C:42]([F:45])=[CH:41][CH:40]=3)[C:33]2=[CH:32][CH:31]=1.Cl.[CH3:52]S(C)=O>>[Cl:29][C:30]1[N:34]2[N:35]=[C:36]([CH:48]([CH3:49])[CH3:50])[C:37](/[CH:52]=[CH:9]/[CH2:8][CH2:7][C:4]([OH:6])=[O:5])=[C:38]([C:39]3[CH:44]=[CH:43][C:42]([F:45])=[CH:41][CH:40]=3)[C:33]2=[CH:32][CH:31]=1 |f:0.1,2.3|. Procedure: To dimethylsulfoxide (0.5 mL) was added 60% sodium hydride in oil (27 mg) and was heated at 60° C. for 40 minutes. To this mixture was added (3-carboxypropyl)(triphenyl)phosphonium bromide (124 mg) at ambient temperature and was stirred for 40 minutes. 7-Chloro-4-(4-fluorophenyl)-2-isopropylpyrrolo[1,2-b]pyridazine-3-carbaldehyde (40 mg) was added therein at ambient temperature. After 4 hours, the reaction mixture was acidified with 1N hydrogen chloride and was partitioned between ethyl acetate ... The reactants are CN(C)\C=C\1/CCCC2=C(N(N=C2C(=O)OCC)C)C1=O (ethyl (7E)-7-[(dimethylamino)methylidene]-1-methyl-8-oxo-1,4,5,6,7,8-hexahydrocyclohepta[c]pyrazole-3-carboxylate), CN(C)C=O.BrC1=CC(=C(C=C1)NC(=N)N)OC (DMF N-(4-Bromo-2-methoxy-phenyl)-guanidine). Reported procedure: To a suspension of ethyl (7E)-7-[(dimethylamino)methylidene]-1-methyl-8-oxo-1,4,5,6,7,8-hexahydrocyclohepta[c]pyrazole-3-carboxylate 1.72 g (5.92 mmol) in 20 mL of DMF N-(4-Bromo-2-methoxy-phenyl)-guanidine 1.60 g (6.511 mmol) was added. The mixture was stirred at 120° C. for 4 h. The resulting mixture was cooled at room temperature and dried to dryness. The crude solid was purified by flash chromatography on silica gel (eluant: AcOEt/hexane 4/6) to afford 2.30 g (82% yield) of the title compoun... Product: BrC1=CC(=C(C=C1)NC1=NC=C2C(=N1)C1=C(CCC2)C(=NN1C)C(=O)OCC)OC (Ethyl 9-[(4-bromo-2-methoxyphenyl)amino]-1-methyl-1,4,5,6-tetrahydropyrazolo[4′,3′:6,7]cyclohepta[1,2-d]pyrimidine-3-carboxylate). Run at temperature 120 celsius, time 4 hour. Yield: 82.3%. Reaction SMILES: CN(/[CH:4]=[C:5]1\[CH2:6][CH2:7][CH2:8][C:9]2[C:13]([C:14]([O:16][CH2:17][CH3:18])=[O:15])=[N:12][N:11]([CH3:19])[C:10]=2[C:20]\1=O)C.CN(C=O)C.[Br:27][C:28]1[CH:33]=[CH:32][C:31]([NH:34][C:35]([NH2:37])=[NH:36])=[C:30]([O:38][CH3:39])[CH:29]=1>>[Br:27][C:28]1[CH:33]=[CH:32][C:31]([NH:34][C:35]2[N:37]=[C:20]3[C:10]4[N:11]([CH3:19])[N:12]=[C:13]([C:14]([O:16][CH2:17][CH3:18])=[O:15])[C:9]=4[CH2:8][CH2:7][CH2:6][C:5]3=[CH:4][N:36]=2)=[C:30]([O:38][CH3:39])[CH:29]=1 |f:1.2|. The reactants are CCO, COc1ncncc1C(C)C(=O)[O-], [Li+], [OH-], O, O. Product: COc1ncncc1CC(=O)O. Reaction SMILES: [CH3:14][CH2:15][OH:16].[CH3:1][CH:2]([C:3](=[O:4])[O-:5])[c:6]1[c:7]([O:12][CH3:13])[n:8][cH:9][n:10][cH:11]1.[Li+:19].[OH-:18].[OH2:17].[OH2:20]>>[CH2:2]([C:3](=[O:4])[OH:5])[c:6]1[c:7]([O:12][CH3:13])[n:8][cH:9][n:10][cH:11]1. Reactants: ClC1=CC=C2C(C(=CN(C2=C1)C)C(=O)O)=O (7-chloro-1-methyl-4-oxo-1,4-dihydro-3-quinoline carboxylic acid), C(CN)N (ethylenediamine), C(Cl)Cl (DCM). Solvent: CO (MeOH), CN1C(CCC1)=O (1-methyl-2-pyrrolidinone). Reaction conditions: temperature 130 celsius. The product is NCCNC1=CC=C2C(C(=CN(C2=C1)C)C(=O)O)=O (7-[(2-aminoethyl)amino]-1-methyl-4-oxo-1,4-dihydro-3-quinoline carboxylic acid). Yield: 30.3%. Reaction SMILES: Cl[C:2]1[CH:11]=[C:10]2[C:5]([C:6](=[O:16])[C:7]([C:13]([OH:15])=[O:14])=[CH:8][N:9]2[CH3:12])=[CH:4][CH:3]=1.[CH2:17]([NH2:20])[CH2:18][NH2:19].C(Cl)Cl>CN1CCCC1=O.CO>[NH2:19][CH2:18][CH2:17][NH:20][C:2]1[CH:11]=[C:10]2[C:5]([C:6](=[O:16])[C:7]([C:13]([OH:15])=[O:14])=[CH:8][N:9]2[CH3:12])=[CH:4][CH:3]=1. Reported procedure: To a solution of 7-chloro-1-methyl-4-oxo-1,4-dihydro-3-quinoline carboxylic acid (1.5 g, prepared according to H. Agui and T. Nakagome, J. Heterocycl. Chem., (1979), 16(7), 1353–60) in 1-methyl-2-pyrrolidinone (15 mL), was added ethylenediamine (1.9 g). The mixture was heated at 130° C. for 24 hours. The reaction mixture was cooled and poured into DCM (20 mL). The precipitate obtained was dispersed in MeOH, filtered giving the title compound (500 mg).